Dataset: the Open Reaction Database (ORD), a public repository of structured organic reaction records. Task: describe an organic reaction: reactants, conditions, products, and yield The reactants are IC1=CN(C2=NC=C(N=C21)C2=CC(=C(C(=C2)OC)OC)OC)[Si](C(C)C)(C(C)C)C(C)C (7-Iodo-5-triisopropylsilanyl-2-(3,4,5-trimethoxy-phenyl)-5H-pyrrolo[2,3-b]pyrazine), CCCCCC (hexane), C1(=CC=CC=C1)N=C=O (phenylisocyanate). Reaction conditions: time 30 second. The product is C1(=CC=CC=C1)NC(=O)C1=CNC2=NC=C(N=C21)C2=CC(=C(C(=C2)OC)OC)OC (2-(3,4,5-Trimethoxy-phenyl)-5H-pyrrolo[2,3-b]pyrazine-7-carboxylic acid phenylamide). As a reaction SMILES: I[C:2]1[C:10]2[C:5](=[N:6][CH:7]=[C:8]([C:11]3[CH:16]=[C:15]([O:17][CH3:18])[C:14]([O:19][CH3:20])=[C:13]([O:21][CH3:22])[CH:12]=3)[N:9]=2)[N:4]([Si](C(C)C)(C(C)C)C(C)C)[CH:3]=1.CCCCCC.[C:39]1([N:45]=[C:46]=[O:47])[CH:44]=[CH:43][CH:42]=[CH:41][CH:40]=1>>[C:39]1([NH:45][C:46]([C:2]2[C:10]3[C:5](=[N:6][CH:7]=[C:8]([C:11]4[CH:12]=[C:13]([O:21][CH3:22])[C:14]([O:19][CH3:20])=[C:15]([O:17][CH3:18])[CH:16]=4)[N:9]=3)[NH:4][CH:3]=2)=[O:47])[CH:44]=[CH:43][CH:42]=[CH:41][CH:40]=1. Reported procedure: 7-Iodo-5-triisopropylsilanyl-2-(3,4,5-trimethoxy-phenyl)-5H-pyrrolo[2,3-b]pyrazine 0.057 gm, 0.1 mM was placed in an oven dried flask and 1 ml anhydrous THF was added. The flask was chilled in an Acetone-dry ice slurry and evacuated and refilled 3 times with nitrogen. Via syringe 0.065 ml of 2.13M Buli in hexane solution (0.14 mM, 1.4 eq) was added and the now yellow mixture was stirred for 30 seconds then phenylisocyanate, 0.027 ml, 0.25 mM, 2.5 eq.) was added. The mixture was stirred for 30 mi...